This data is from the Open Reaction Database (ORD), a public repository of structured organic reaction records. The task is: describe an organic reaction: reactants, conditions, products, and yield Reactants: Cc1ccccc1, O=Cc1ccc(F)cc1F, OCCO, Cc1ccc(S(=O)(=O)O)cc1. The product is Fc1ccc(C2OCCO2)c(F)c1. As a reaction SMILES: [CH3:26][c:27]1[cH:28][cH:29][cH:30][cH:31][cH:32]1.[F:1][c:2]1[c:3]([CH:4]=[O:5])[cH:6][cH:7][c:8]([F:10])[cH:9]1.[OH:11][CH2:12][CH2:13][OH:14].[c:15]1([CH3:16])[cH:17][cH:18][c:19]([S:20]([OH:21])(=[O:22])=[O:23])[cH:24][cH:25]1>>[F:1][c:2]1[c:3]([CH:4]2[O:5][CH2:13][CH2:12][O:11]2)[cH:6][cH:7][c:8]([F:10])[cH:9]1. Starting materials: NC=1C=C2C(=CNC2=CC1)C1CCN(CC1)C (5-amino-3-(1-methylpiperidin-4-yl)-1H-indole), COCC(=O)Cl (methoxyacetyl chloride). Yields the product COCC(=O)NC=1C=C2C(=CNC2=CC1)C1CCN(CC1)C (5-(methoxyacetyl)amino-3-(1-methylpiperidin-4-yl)-1H-indole). Isolated yield 84.1%. RXN SMILES: [NH2:1][C:2]1[CH:3]=[C:4]2[C:8](=[CH:9][CH:10]=1)[NH:7][CH:6]=[C:5]2[CH:11]1[CH2:16][CH2:15][N:14]([CH3:17])[CH2:13][CH2:12]1.[CH3:18][O:19][CH2:20][C:21](Cl)=[O:22]>>[CH3:18][O:19][CH2:20][C:21]([NH:1][C:2]1[CH:3]=[C:4]2[C:8](=[CH:9][CH:10]=1)[NH:7][CH:6]=[C:5]2[CH:11]1[CH2:16][CH2:15][N:14]([CH3:17])[CH2:13][CH2:12]1)=[O:22]. Reported procedure: Beginning with 13 mg (0.056 mMol) 5-amino-3-(1-methylpiperidin-4-yl)-1H-indole and 6.5 mg (0.059 mMol) methoxyacetyl chloride, 14.2 mg (84%) of the title compound were recovered. The reactants are COc1cccc(Br)c1, [Li]CCCC, C1CCOC1, O=C(O)c1cccc(Cl)c1. Product: COc1cccc(C(=O)c2cccc(Cl)c2)c1. As a reaction SMILES: [Br:6][c:7]1[cH:8][c:9]([O:13][CH3:14])[cH:10][cH:11][cH:12]1.[CH2:1]([Li:2])[CH2:3][CH2:4][CH3:5].[CH2:25]1[O:26][CH2:27][CH2:28][CH2:29]1.[Cl:15][c:16]1[cH:17][c:18]([C:19](=[O:20])[OH:21])[cH:22][cH:23][cH:24]1>>[c:7]1([C:19]([c:18]2[cH:17][c:16]([Cl:15])[cH:24][cH:23][cH:22]2)=[O:20])[cH:8][c:9]([O:13][CH3:14])[cH:10][cH:11][cH:12]1.